From a dataset of the Open Reaction Database (ORD), a public repository of structured organic reaction records. describe an organic reaction: reactants, conditions, products, and yield Reactants: NC1=NC(=NC2=NC=CN=C12)COC(C)C (4-amino-2-(isopropoxymethyl)pteridine), C(C)O (ethanol). The solvent is [OH-].[Na+] (sodium hydroxide). Yields the product C(C)(C)OCC1=NC2=NC=CN=C2C(N1)=O (2-Isopropoxymethyl-4(3H)-pteridinone). As a reaction SMILES: N[C:2]1[C:11]2[C:6](=[N:7][CH:8]=[CH:9][N:10]=2)[N:5]=[C:4]([CH2:12][O:13][CH:14]([CH3:16])[CH3:15])[N:3]=1.C([OH:19])C>[OH-].[Na+]>[CH:14]([O:13][CH2:12][C:4]1[NH:3][C:2](=[O:19])[C:11]2[C:6](=[N:7][CH:8]=[CH:9][N:10]=2)[N:5]=1)([CH3:16])[CH3:15] |f:2.3|. Procedure: Obtained using the procedure described in section d of Example 2, starting with 4.5 g (0.0205 mole) of 4-amino-2-(isopropoxymethyl)pteridine in 150 ml of 5% aqueous sodium hydroxide. Heating time: 2 hours at 80° C. Yld: 3.0 g (66%), m.p. 198°-199° C. (ethanol). Reactants: C(C)OC(C(=O)OCC)CC1=CC=C(C=C1)NC\C=C\C1=CC=C(C=C1)OS(=O)(=O)C (ethyl 2-ethoxy-3-{4-[(E)-3-(4-methylsulfonyloxyphenyl)-2-propenylamino]-phenyl}propionate), [OH-].[Li+] (lithium hydroxide), Example 14. Run in CO.C1CCOC1.O (methanol THF water). Yields the product C(C)O[C@H](C(=O)O)CC1=CC=C(C=C1)NC\C=C\C1=CC=C(C=C1)OS(=O)(=O)C ((S)-2-Ethoxy-3-{4-[(E)-3-(4-methylsulfonyloxyphenyl)-2-prope-nylamino]phenyl}propionic acid). RXN SMILES: [CH2:1]([O:3][CH:4]([CH2:10][C:11]1[CH:16]=[CH:15][C:14]([NH:17][CH2:18]/[CH:19]=[CH:20]/[C:21]2[CH:26]=[CH:25][C:24]([O:27][S:28]([CH3:31])(=[O:30])=[O:29])=[CH:23][CH:22]=2)=[CH:13][CH:12]=1)[C:5]([O:7]CC)=[O:6])[CH3:2].[OH-].[Li+]>CO.C1COCC1.O>[CH2:1]([O:3][C@@H:4]([CH2:10][C:11]1[CH:12]=[CH:13][C:14]([NH:17][CH2:18]/[CH:19]=[CH:20]/[C:21]2[CH:22]=[CH:23][C:24]([O:27][S:28]([CH3:31])(=[O:29])=[O:30])=[CH:25][CH:26]=2)=[CH:15][CH:16]=1)[C:5]([OH:7])=[O:6])[CH3:2] |f:1.2,3.4.5|. Procedure: The title compound was synthesized by hydrolyzing ethyl 2-ethoxy-3-{4-[(E)-3-(4-methylsulfonyloxyphenyl)-2-propenylamino]-phenyl}propionate obtained in Example 12 (4 g, 8.95 mmol) in methanol-THF-water (45:4:9, 58 mL) using lithium hydroxide (563 mg, 13.42 mmol) following the same procedure as described in the Example 14 (1.2 g, 32%).